This data is from the Open Reaction Database (ORD), a public repository of structured organic reaction records. The task is: describe an organic reaction: reactants, conditions, products, and yield Reactants: CCCCCCCCCCCCCCCCNc1ccc(C(=O)Cl)cc1, CC=O, CCN(C(C)C)C(C)C, Cl, N#C[K], C1CCOC1. The product is CCCCCCCCCCCCCCCCNc1ccc(C(=O)OC(C)C#N)cc1. Reaction SMILES: [CH2:17]([CH2:18][CH2:19][CH2:20][CH2:21][CH2:22][CH2:23][CH2:24][CH2:25][CH2:26][CH2:27][CH2:28][CH2:29][CH2:30][CH2:31][CH3:32])[NH:33][c:34]1[cH:35][cH:36][c:37]([C:38](=[O:39])[Cl:40])[cH:41][cH:42]1.[CH:13]([CH3:14])=[O:15].[CH:4]([N:5]([CH:6]([CH3:7])[CH3:8])[CH2:9][CH3:10])([CH3:11])[CH3:12].[ClH:16].[K:1][C:2]#[N:3].[O:43]1[CH2:44][CH2:45][CH2:46][CH2:47]1>>[C:2](#[N:3])[CH:13]([CH3:14])[O:15][C:38]([c:37]1[cH:36][cH:35][c:34]([NH:33][CH2:17][CH2:18][CH2:19][CH2:20][CH2:21][CH2:22][CH2:23][CH2:24][CH2:25][CH2:26][CH2:27][CH2:28][CH2:29][CH2:30][CH2:31][CH3:32])[cH:42][cH:41]1)=[O:39]. Reactants: COc1ccccc1Oc1c(Cl)nc(-c2ccncc2)nc1NS(=O)(=O)c1ccc(C(C)C)cn1, NCCCO. The product is COc1ccccc1Oc1c(NS(=O)(=O)c2ccc(C(C)C)cn2)nc(-c2ccncc2)nc1OCCCN. As a reaction SMILES: [CH:1]([CH3:2])([CH3:3])[c:4]1[cH:5][cH:6][c:7]([S:10](=[O:11])(=[O:12])[NH:13][c:14]2[n:15][c:16](-[c:30]3[cH:31][cH:32][n:33][cH:34][cH:35]3)[n:17][c:18]([Cl:29])[c:19]2[O:20][c:21]2[c:22]([O:27][CH3:28])[cH:23][cH:24][cH:25][cH:26]2)[n:8][cH:9]1.[NH2:36][CH2:37][CH2:38][CH2:39][OH:40]>>[CH:1]([CH3:2])([CH3:3])[c:4]1[cH:5][cH:6][c:7]([S:10](=[O:11])(=[O:12])[NH:13][c:14]2[n:15][c:16](-[c:30]3[cH:31][cH:32][n:33][cH:34][cH:35]3)[n:17][c:18]([O:40][CH2:39][CH2:38][CH2:37][NH2:36])[c:19]2[O:20][c:21]2[c:22]([O:27][CH3:28])[cH:23][cH:24][cH:25][cH:26]2)[n:8][cH:9]1. The reactants are CN1C2=C(C(=O)N(C1=O)C)N(C=N2)CCN3CCN(CC3)C4=CC=CC=C4Cl (KMUP-1), CC1=C(C=2C=C(C=CC2N1C(=O)C=3C=CC(=CC3)Cl)OC)CC(=O)O (indomethacin). The solvent is C(C)O (ethanol), O (water), C(C)O (ethyl alcohol). Product: CN1C2=C(C(=O)N(C1=O)C)N(C=N2)CCN3CCN(CC3)C4=CC=CC=C4Cl.CC1=C(C=2C=C(C=CC2N1C(=O)C=3C=CC(=CC3)Cl)OC)CC(=O)O (KMUP-1 Indomethacin). As a reaction SMILES: [CH3:1][N:2]1[C:8](=[O:9])[N:7]([CH3:10])[C:5](=[O:6])[C:4]2[N:11]([CH2:14][CH2:15][N:16]3[CH2:21][CH2:20][N:19]([C:22]4[C:27]([Cl:28])=[CH:26][CH:25]=[CH:24][CH:23]=4)[CH2:18][CH2:17]3)[CH:12]=[N:13][C:3]1=2.[CH3:29][C:30]1[N:38]([C:39]([C:41]2[CH:42]=[CH:43][C:44]([Cl:47])=[CH:45][CH:46]=2)=[O:40])[C:37]2[CH:36]=[CH:35][C:34]([O:48][CH3:49])=[CH:33][C:32]=2[C:31]=1[CH2:50][C:51]([OH:53])=[O:52]>C(O)C.O>[CH3:1][N:2]1[C:8](=[O:9])[N:7]([CH3:10])[C:5](=[O:6])[C:4]2[N:11]([CH2:14][CH2:15][N:16]3[CH2:21][CH2:20][N:19]([C:22]4[C:27]([Cl:28])=[CH:26][CH:25]=[CH:24][CH:23]=4)[CH2:18][CH2:17]3)[CH:12]=[N:13][C:3]1=2.[CH3:29][C:30]1[N:38]([C:39]([C:41]2[CH:42]=[CH:43][C:44]([Cl:47])=[CH:45][CH:46]=2)=[O:40])[C:37]2[CH:36]=[CH:35][C:34]([O:48][CH3:49])=[CH:33][C:32]=2[C:31]=1[CH2:50][C:51]([OH:53])=[O:52] |f:4.5|. Procedure details: KMUP-1 (8.0 g) is dissolved in a mixture of ethanol (100 mL) and water (30 mL), to which indomethacin (7 g) dissolved in ethyl alcohol (150 mL) is added, and the mixture is reacted at 50° C. for 20 mins. The precipitate is obtained through filtering under room temperature, which is re-crystallized from methanol over night and then filtrated to obtain KMUP-1-Indomethacin complex (13.2 g). The product is FC1=C(C=C(C=C1)F)C1=CC(N(C1)C(=O)OC(C)(C)C)C1=CC(=CC=C1)F (tert-butyl 4-(2,5-difluorophenyl)-2-(3-fluorophenyl)-2,5-dihydro-1H-pyrrole-1-carboxylate). Reaction SMILES: [F:1][C:2]1[CH:7]=[CH:6][C:5]([F:8])=[CH:4][C:3]=1[CH:9]1[CH:13]=[CH:12][N:11]([C:14]([O:16][C:17]([CH3:20])([CH3:19])[CH3:18])=[O:15])[CH2:10]1.[F:21][C:22]1[CH:23]=[C:24](I)[CH:25]=[CH:26][CH:27]=1.C1([As](C2C=CC=CC=2)C2C=CC=CC=2)C=CC=CC=1.C(N(CCCC)CCCC)CCC.C([O-])(O)=O.[Na+]>CCOC(C)=O.C([O-])(=O)C.[Pd+2].C([O-])(=O)C.CN(C=O)C>[F:1][C:2]1[CH:7]=[CH:6][C:5]([F:8])=[CH:4][C:3]=1[C:9]1[CH2:10][N:11]([C:14]([O:16][C:17]([CH3:20])([CH3:19])[CH3:18])=[O:15])[CH:12]([C:26]2[CH:25]=[CH:24][CH:23]=[C:22]([F:21])[CH:27]=2)[CH:13]=1 |f:4.5,7.8.9|. Reagents/catalysts: C(C)(=O)[O-].[Pd+2].C(C)(=O)[O-] (Palladium acetate). Reported procedure: To a flame dried flask equipped with stir bar was added tert-butyl 3-(2,5-difluorophenyl)-2,3-dihydro-1H-pyrrole-1-carboxylate (2-2, 0.088 g, 0.31 mmol), 3-fluoro-1-iodobenzene (0.070 g, 0.31 mmol), triphenylarsine (0.038 g, 0.13 mmol), tributylamine (0.15 mL, 0.62 mmol) and anhydrous DMF (2.0 mL). The resulting solution was purged, and filled with a nitrogen atmosphere. Palladium acetate (0.014 g, 0.06 mmol) was added in one portion, and the reaction was carefully returned to a nitrogen atmosph... Run in CN(C)C=O (DMF), CCOC(=O)C (EtOAc). Starting materials: FC1=C(C=C(C=C1)F)C1CN(C=C1)C(=O)OC(C)(C)C (tert-butyl 3-(2,5-difluorophenyl)-2,3-dihydro-1H-pyrrole-1-carboxylate), FC=1C=C(C=CC1)I (3-fluoro-1-iodobenzene), C1(=CC=CC=C1)[As](C1=CC=CC=C1)C1=CC=CC=C1 (triphenylarsine), C(CCC)N(CCCC)CCCC (tributylamine), C(=O)(O)[O-].[Na+] (NaHCO3). Starting materials: CC(=O)[O-], CN(C)C=O, Cl, O=Cc1cn(-c2ccccn2)nc1-c1ccc([N+](=O)[O-])o1, NO, [Na+], O. Product: O=[N+]([O-])c1ccc(-c2nn(-c3ccccn3)cc2C=NO)o1. As a reaction SMILES: [CH3:2][C:3](=[O:4])[O-:5].[CH3:31][N:32]([CH3:33])[CH:34]=[O:35].[ClH:6].[N+:9](=[O:10])([O-:11])[c:12]1[cH:13][cH:14][c:15](-[c:17]2[n:18][n:19](-[c:24]3[n:25][cH:26][cH:27][cH:28][cH:29]3)[cH:20][c:21]2[CH:22]=[O:23])[o:16]1.[NH2:7][OH:8].[Na+:1].[OH2:30]>>[N:7]([OH:8])=[CH:22][c:21]1[c:17](-[c:15]2[cH:14][cH:13][c:12]([N+:9](=[O:10])[O-:11])[o:16]2)[n:18][n:19](-[c:24]2[n:25][cH:26][cH:27][cH:28][cH:29]2)[cH:20]1. Reactants: FC1=CC=C(CC2CCN(CC2)CC(=O)NC2=CC=C(C=C2)OC)C=C1 (2-[4-(4-Fluoro-benzyl)-piperidin-1-yl]-N-(4-methoxy-phenyl)-acetamide). Solvent: CCCCCC (hexane). The product is FC1=CC=C(CC2CCN(CC2)CC(=O)NC2=CC=C(C=C2)O)C=C1 (2-[4-(4-Fluoro-benzyl)-piperidin-1-yl]-N-(4-hydroxy-phenyl)-acetamide). As a reaction SMILES: [F:1][C:2]1[CH:26]=[CH:25][C:5]([CH2:6][CH:7]2[CH2:12][CH2:11][N:10]([CH2:13][C:14]([NH:16][C:17]3[CH:22]=[CH:21][C:20]([O:23]C)=[CH:19][CH:18]=3)=[O:15])[CH2:9][CH2:8]2)=[CH:4][CH:3]=1>CCCCCC>[F:1][C:2]1[CH:3]=[CH:4][C:5]([CH2:6][CH:7]2[CH2:12][CH2:11][N:10]([CH2:13][C:14]([NH:16][C:17]3[CH:18]=[CH:19][C:20]([OH:23])=[CH:21][CH:22]=3)=[O:15])[CH2:9][CH2:8]2)=[CH:25][CH:26]=1. Reported procedure: The title compound is prepared from 2-[4-(4-fluoro-benzyl)-piperidin-1-yl]-N-(4-methoxy-phenyl)-acetamide (Example 191) according to the method described in Example 192. Melting Point: 70-77° C. (hexane) Starting materials: NC=1C=CC(=NC1)OCCC=1N=C(OC1C)C1=CC=CC=C1 (5-amino-2-[2-(5-methyl-2-phenyl-4-oxazolyl)ethoxy]pyridine), C(C=C)#N (acrylonitrile), Br (HBr), N(=O)[O-].[Na+] (sodium nitrite). The reagents and catalysts are [Cu-]=O (copper(I) oxide). The solvent is CC(=O)C (acetone), O (water). Run at temperature 10 celsius, time 30 minute. Product: BrC(C#N)CC=1C=CC(=NC1)OCCC=1N=C(OC1C)C1=CC=CC=C1 (2-bromo-3-[2-[2-(5-methyl-2-phenyl-4-oxazolyl)ethoxy]-5-pyridyl]propionitrile). Isolated yield 48.0%. Reaction SMILES: N[C:2]1[CH:3]=[CH:4][C:5]([O:8][CH2:9][CH2:10][C:11]2[N:12]=[C:13]([C:17]3[CH:22]=[CH:21][CH:20]=[CH:19][CH:18]=3)[O:14][C:15]=2[CH3:16])=[N:6][CH:7]=1.[BrH:23].N([O-])=O.[Na+].[C:28](#[N:31])[CH:29]=[CH2:30]>O.[Cu-]=O.CC(C)=O>[Br:23][CH:29]([CH2:30][C:2]1[CH:3]=[CH:4][C:5]([O:8][CH2:9][CH2:10][C:11]2[N:12]=[C:13]([C:17]3[CH:22]=[CH:21][CH:20]=[CH:19][CH:18]=3)[O:14][C:15]=2[CH3:16])=[N:6][CH:7]=1)[C:28]#[N:31] |f:2.3|. Reported procedure: To a mixture of 5-amino-2-[2-(5-methyl-2-phenyl-4-oxazolyl)ethoxy]pyridine (9.1 g), an aqueous solution of HBr (47%, 14.2 ml) and acetone (150 ml) was added dropwise, at temperature not exceeding 10° C. a solution of sodium nitrite (NaNO2) (2.33 g) in water (10 ml). The mixture was stirred for 30 minutes at 10° C., to which was added acrylonitrile (CH2 =CHCN) (12.1 ml). To the mixture was added, while stirring vigorously, copper(I) oxide (Cu2O) (0.1 g). The reaction mixture was stirred for furth... Starting materials: resultant mixture, ClC1=C2N=CN(C2=NC=N1)C1OCCCC1 (6-chloro-9-(tetrahydropyran-2-yl)-9H-purine), CCN(C(C)C)C(C)C (DIPEA), C1(CCCCC1)N1C(=NC2=C1C=C(C=C2)F)[C@H](C)N ((S)-1-(1-Cyclohexyl-6-fluoro-1H-benzoimidazol-2-yl)ethylamine). Run in C(CCC)O (n-butanol). Run at temperature 100 celsius. Yields the product C1(CCCCC1)N1C(=NC2=C1C=C(C=C2)F)[C@H](C)NC2=C1N=CNC1=NC=N2 ([(S)-1-(1-Cyclohexyl-6-fluoro-1H-benzoimidazol-2-yl)-ethyl]-(9H-purin-6-yl)-amine). RXN SMILES: [CH:1]1([N:7]2[C:11]3[CH:12]=[C:13]([F:16])[CH:14]=[CH:15][C:10]=3[N:9]=[C:8]2[C@@H:17]([NH2:19])[CH3:18])[CH2:6][CH2:5][CH2:4][CH2:3][CH2:2]1.Cl[C:21]1[N:29]=[CH:28][N:27]=[C:26]2[C:22]=1[N:23]=[CH:24][N:25]2C1CCCCO1.CCN(C(C)C)C(C)C>C(O)CCC>[CH:1]1([N:7]2[C:11]3[CH:12]=[C:13]([F:16])[CH:14]=[CH:15][C:10]=3[N:9]=[C:8]2[C@@H:17]([NH:19][C:21]2[N:29]=[CH:28][N:27]=[C:26]3[C:22]=2[N:23]=[CH:24][NH:25]3)[CH3:18])[CH2:2][CH2:3][CH2:4][CH2:5][CH2:6]1. Procedure: (S)-1-(1-Cyclohexyl-6-fluoro-1H-benzoimidazol-2-yl)ethylamine (0.41 g, 1.56 mmol) was dissolved in n-butanol (5 mL) and 6-chloro-9-(tetrahydropyran-2-yl)-9H-purine (0.374 g, 1.56 mmol) and DIPEA (1.38 mL, 7.82 mmol) added. The reaction mixture was heated to 100° C. overnight. The resultant mixture was allowed to cool to RT and was concentrated in vacuo. The residue was passed down an Isolute® SCX-2 cartridge, eluting with DCM, MeOH and 2M NH3 in MeOH to afford crude product. This was purified by... Reactants: Cc1cc2c(cc1C)C(C(=O)O)c1ccccc1CO2, CC(C)c1cccc(C(C)C)c1N. The product is Cc1cc2c(cc1C)C(C(=O)Nc1c(C(C)C)cccc1C(C)C)c1ccccc1CO2. As a reaction SMILES: [CH3:1][c:2]1[cH:3][c:4]2[c:5]([cH:18][c:19]1[CH3:20])[O:6][CH2:7][c:8]1[c:9]([cH:14][cH:15][cH:16][cH:17]1)[CH:10]2[C:11](=[O:12])[OH:13].[CH:21]([CH3:22])([CH3:23])[c:24]1[c:25]([NH2:26])[c:27]([CH:31]([CH3:32])[CH3:33])[cH:28][cH:29][cH:30]1>>[CH3:1][c:2]1[cH:3][c:4]2[c:5]([cH:18][c:19]1[CH3:20])[O:6][CH2:7][c:8]1[c:9]([cH:14][cH:15][cH:16][cH:17]1)[CH:10]2[C:11](=[O:13])[NH:26][c:25]1[c:24]([CH:21]([CH3:22])[CH3:23])[cH:30][cH:29][cH:28][c:27]1[CH:31]([CH3:32])[CH3:33]. Starting materials: 1α,4α-dimethyl-19-(2'-tetrahydropyranyloxy)-5-androstene-3,17-dione, O[C@@H]1[C@]2(C)[C@@H](CC1)[C@@H]1CC=C3[C@@H](C(CC[C@]3(CO)[C@H]1CC2)=O)C (17β,19-dihydroxy-4α-methyl-5-androsten-3-one), 4α-methyl-17β,19-di(2'-tetrahydropyranyloxy)-5-androsten-3-one, OC[C@]12[C@H](CC([C@H](C1=CC[C@H]1[C@@H]3CCC([C@@]3(C)CC[C@H]21)=O)C)=O)C (19-hydroxy-1α,4α-dimethyl-5-androstene-3,17-dione), 17β,19-dihydroxy-4α,6,17α-trimethyl-5-androsten-3-one, O[C@@H]1[C@]2(C)[C@@H](CC1)[C@@H]1[C@@H](C=C3[C@@H](C(CC[C@]3(CO)[C@H]1CC2)=O)C)C (17β,19-dihydroxy-4α,7α-dimethyl-5-androsten-3-one). Product: C[C@H]1C2=CC[C@H]3[C@@H]4CC[C@@H]([C@@]4(C)CC[C@@H]3[C@]2(CC[C@@H]1O)CO)O (4α-methyl-5-androstene-3β,17β,19-triol), C[C@H]1C[C@@H]([C@H](C2=CC[C@H]3[C@@H]4CC[C@@H]([C@@]4(C)CC[C@@H]3[C@@]12CO)O)C)O (1α,4α-dimethyl-5-androstene-3β,17β,19-triol), C[C@H]1C2=C[C@H]([C@H]3[C@@H]4CC[C@@H]([C@@]4(C)CC[C@@H]3[C@]2(CC[C@@H]1O)CO)O)C (4α,7α-dimethyl-5-androstene-3β,17β,19-triol), 1α,4α-dimethyl-19-(2'-tetrahydroyranyloxy)-5-androstene-3β,17β-diol. As a reaction SMILES: [OH:1][C@H:2]1[CH2:7][CH2:6][C@H:5]2[C@H:8]3[C@H:19]([CH2:20][CH2:21][C@:3]12[CH3:4])[C@:16]1([CH2:17][OH:18])[C:11]([C@H:12]([CH3:23])[C:13](=[O:22])[CH2:14][CH2:15]1)=[CH:10][CH2:9]3.[OH:24][CH2:25][C@@:26]12[C@@H:43]3[C@H:34]([C@H:35]4[C@@:39]([CH2:41][CH2:42]3)([CH3:40])[C:38](=[O:44])[CH2:37][CH2:36]4)[CH2:33][CH:32]=[C:31]1[C@H:30]([CH3:45])[C:29](=[O:46])[CH2:28][C@@H:27]2[CH3:47].[OH:48][C@H:49]1[CH2:54][CH2:53][C@H:52]2[C@H:55]3[C@H:66]([CH2:67][CH2:68][C@:50]12[CH3:51])[C@:63]1([CH2:64][OH:65])[C:58]([C@H:59]([CH3:70])[C:60](=[O:69])[CH2:61][CH2:62]1)=[CH:57][C@H:56]3[CH3:71]>>[CH3:23][C@@H:12]1[C@@H:13]([OH:22])[CH2:14][CH2:15][C@@:16]2([CH2:17][OH:18])[C:11]1=[CH:10][CH2:9][C@@H:8]1[C@@H:19]2[CH2:20][CH2:21][C@@:3]2([CH3:4])[C@H:5]1[CH2:6][CH2:7][C@@H:2]2[OH:1].[CH3:47][C@@H:27]1[C@@:26]2([CH2:25][OH:24])[C:31](=[CH:32][CH2:33][C@@H:34]3[C@@H:43]2[CH2:42][CH2:41][C@@:39]2([CH3:40])[C@H:35]3[CH2:36][CH2:37][C@@H:38]2[OH:44])[C@H:30]([CH3:45])[C@@H:29]([OH:46])[CH2:28]1.[CH3:70][C@@H:59]1[C@@H:60]([OH:69])[CH2:61][CH2:62][C@@:63]2([CH2:64][OH:65])[C:58]1=[CH:57][C@@H:56]([CH3:71])[C@@H:55]1[C@@H:66]2[CH2:67][CH2:68][C@@:50]2([CH3:51])[C@H:52]1[CH2:53][CH2:54][C@@H:49]2[OH:48]. Reported procedure: Substituting 17β,19-dihydroxy-4α-methyl-5-androsten-3-one, 19-hydroxy-1α,4α-dimethyl-5-androstene-3,17-dione, 17β,19-dihydroxy-4α,7α-dimethyl-5-androsten-3-one, 4α-methyl-17β,19-di(2'-tetrahydropyranyloxy)-5-androsten-3-one and 1α,4α-dimethyl-19-(2'-tetrahydropyranyloxy)-5-androstene-3,17-dione for the 17β,19-dihydroxy-4α,6,17α-trimethyl-5-androsten-3-one above results in the formation of 4α-methyl-5-androstene-3β,17β,19-triol, 1α,4α-dimethyl-5-androstene-3β,17β,19-triol, 4α,7α-dimethyl-5-andros...